Dataset: the Open Reaction Database (ORD), a public repository of structured organic reaction records. Task: describe an organic reaction: reactants, conditions, products, and yield The reactants are [BH4-], O=[N+]([O-])C=Cc1ccc(SCc2ccccc2)cc1, CS(C)=O, CC(=O)O, [Na+], O. The product is O=[N+]([O-])CCc1ccc(SCc2ccccc2)cc1. RXN SMILES: [BH4-:24].[CH2:1]([c:2]1[cH:3][cH:4][cH:5][cH:6][cH:7]1)[S:8][c:9]1[cH:10][cH:11][c:12]([CH:15]=[CH:16][N+:17](=[O:18])[O-:19])[cH:13][cH:14]1.[CH3:20][S:21](=[O:22])[CH3:23].[CH3:27][C:28](=[O:29])[OH:30].[Na+:25].[OH2:26]>>[CH2:1]([c:2]1[cH:3][cH:4][cH:5][cH:6][cH:7]1)[S:8][c:9]1[cH:10][cH:11][c:12]([CH2:15][CH2:16][N+:17](=[O:18])[O-:19])[cH:13][cH:14]1.